Task: describe an organic reaction: reactants, conditions, products, and yield. Dataset: the Open Reaction Database (ORD), a public repository of structured organic reaction records Procedure details: Repeating Example X, a double metal salt was prepared except that sodium stearate was substituted for the potassium stearate and the ethyl cellusolve was replaced with diethylene glycol monoethyl ether. The resulting double metal salt NaAl(OC2H4OC2H4OC2H5)3 (OOCC17H35) was used as the catalyst for the continuous depolymerization of poly(ethylene brassylate) in accordance with the procedure and conditions of Example I. Ethylene brassylate was continuously produced and distilled from the reactor a... Yield: 73.2%. As a reaction SMILES: [C:1]([O-:20])(=[O:19])[CH2:2][CH2:3][CH2:4][CH2:5][CH2:6][CH2:7][CH2:8][CH2:9][CH2:10][CH2:11][CH2:12][CH2:13]CCCCC.[Na+].[C:22]([O-])(=[O:40])[CH2:23]CCCCCCCCCCCCCCCC.[K+].C([O:45]CCOCCO)C>>[C:13]1(=[O:45])[O:40][CH2:22][CH2:23][O:20][C:1](=[O:19])[CH2:2][CH2:3][CH2:4][CH2:5][CH2:6][CH2:7][CH2:8][CH2:9][CH2:10][CH2:11][CH2:12]1 |f:0.1,2.3|. The reactants are C(CCCCCCCCCCCCCCCCC)(=O)[O-].[Na+] (sodium stearate), C(C)OCCOCCO (diethylene glycol monoethyl ether), NaAl(OC2H4OC2H4OC2H5)3, C(CCCCCCCCCCCCCCCCC)(=O)[O-].[K+] (potassium stearate), ethyl, poly(ethylene brassylate). Yields the product C1(CCCCCCCCCCCC(=O)OCCO1)=O (Ethylene brassylate). Reactants: COC(C)(C)OC (2,2-dimethoxypropane), CC(CO)CO (2-methyl-propane-1,3-diol), PTSA monohydrate. Solvent: C1CCOC1 (THF). Product: CC1(OCC(CO1)CO)C ((2,2-Dimethyl-[1,3]dioxan-5-yl)-methanol). As a reaction SMILES: [CH3:1][O:2][C:3]([O:6][CH3:7])([CH3:5])[CH3:4].C[CH:9](CO)[CH2:10][OH:11]>C1COCC1>[CH3:4][C:3]1([CH3:5])[O:6][CH2:7][CH:9]([CH2:10][OH:11])[CH2:1][O:2]1. Procedure details: A solution of 2,2-dimethoxypropane (5.88 g, 56.5 mmol), 2-methyl-propane-1,3-diol (5.0 g, 47 mmol), and PTSA monohydrate (0.48 g, 2.3 mmol) in THF (100 mL) was stirred O/N at rt. The mixture was concentrated in vacuo to give the title compound as a colorless liquid: yield 6.87 g (99%). Starting materials: ( 5 ), SC(CCCCCCCCCC)O (1-mercapto-1-undecanol), C(C)O (ethanol), C(CCCCCCC\C=C/CCCCCCCC)(=O)O (oleic acid), CdSe. The solvent is C(Cl)(Cl)Cl (chloroform), C(Cl)(Cl)Cl (chloroform). The product is SCCCCCCCCCCCO (11-mercapto-1-undecanol). As a reaction SMILES: [C:1]([OH:20])(=O)[CH2:2][CH2:3][CH2:4][CH2:5][CH2:6][CH2:7][CH2:8]/[CH:9]=[CH:10]\[CH2:11]CCCCCCC.[SH:21]C(O)CCCCCCCCCC.C(O)C>C(Cl)(Cl)Cl>[SH:21][CH2:11][CH2:10][CH2:9][CH2:8][CH2:7][CH2:6][CH2:5][CH2:4][CH2:3][CH2:2][CH2:1][OH:20]. Procedure details: Five (5) mg of the oleic acid-stabilized CdSe quantum dots and 50 mg of 1-mercapto-1-undecanol were mixed with 5 ml of chloroform and 5 ml of ethanol. The mixture was then sonicated for 3 hours. Then, 40 ml of chloroform was added to the mixture to obtain a precipitate of 11-mercapto-1-undecanol capped CdSe quantum dots. The precipitate was dissolved in ethanol and dimethyl sulfoxide (“DMSO”). Starting materials: C(CCC)[Li] (n-butyllithium), hexanes, BrC=1C=NC=C(C1)C1=NN(C(=C1)OC1=CC=C(C=C1)C(F)(F)F)CC (3-bromo-5-{1-ethyl-5-[4-(trifluoromethyl)phenoxy]-1H-pyrazol-3-yl}pyridine), CC(C)(C)S(=O)N=C1COC1 (2-methyl-N-oxetan-3-ylidenepropane-2-sulfinamide). Run in O1CCCC1 (tetrahydrofuran), hexanes. Run at temperature -78 celsius, time 10 minute. Product: C(C)N1N=C(C=C1OC1=CC=C(C=C1)C(F)(F)F)C=1C=C(C=NC1)C1(COC1)NS(=O)C(C)(C)C (N-[3-(5-{1-ethyl-5-[4-(trifluoromethyl)phenoxy]-1H-pyrazol-3-yl}pyridine-3-yl)oxetan-3-yl]-2-methylpropane-2-sulfinamide). The yield is 66.4%. As a reaction SMILES: C([Li])CCC.Br[C:7]1[CH:8]=[N:9][CH:10]=[C:11]([C:13]2[CH:17]=[C:16]([O:18][C:19]3[CH:24]=[CH:23][C:22]([C:25]([F:28])([F:27])[F:26])=[CH:21][CH:20]=3)[N:15]([CH2:29][CH3:30])[N:14]=2)[CH:12]=1.[CH3:31][C:32]([S:35]([N:37]=[C:38]1[CH2:41][O:40][CH2:39]1)=[O:36])([CH3:34])[CH3:33]>O1CCCC1>[CH2:29]([N:15]1[C:16]([O:18][C:19]2[CH:24]=[CH:23][C:22]([C:25]([F:28])([F:27])[F:26])=[CH:21][CH:20]=2)=[CH:17][C:13]([C:11]2[CH:12]=[C:7]([C:38]3([NH:37][S:35]([C:32]([CH3:34])([CH3:33])[CH3:31])=[O:36])[CH2:41][O:40][CH2:39]3)[CH:8]=[N:9][CH:10]=2)=[N:14]1)[CH3:30]. Procedure: A solution of n-butyllithium in hexanes (1.6 M, 0.35 mL, 0.56 mmol, 1.5 equiv) was added to a solution of 3-bromo-5-{1-ethyl-5-[4-(trifluoromethyl)phenoxy]-1H-pyrazol-3-yl}pyridine (152 mg, 0.37 mmol, 1.0 equiv) in tetrahydrofuran (1.5 mL) and hexanes (1.5 mL) at −78° C. The reaction mixture was stirred at −78° C. for 10 minutes, and then 2-methyl-N-oxetan-3-ylidenepropane-2-sulfinamide (Example 95, Step 4, 75 mg, 0.43 mmol, 1.15 equiv) was added neat via syringe. The reaction mixture was stirre... The product is N1(CCSCC1)C=1SC=C(N1)CO (2-(Thiomorpholin-4-yl)thiazol-4-ylmethanol). Procedure details: The reaction described in Preparation 15 was repeated, but using 1.5 g of ethyl 2-(thiomorpholin-4-yl)thiazole -4-carboxylate, 0.26 g of lithium aluminum hydride and 15 ml of tetrahydrofuran, giving the title compound as a colorless powder. Reaction SMILES: [N:1]1([C:7]2[S:8][CH:9]=[C:10]([C:12](OCC)=[O:13])[N:11]=2)[CH2:6][CH2:5][S:4][CH2:3][CH2:2]1.[H-].[Al+3].[Li+].[H-].[H-].[H-]>O1CCCC1>[N:1]1([C:7]2[S:8][CH:9]=[C:10]([CH2:12][OH:13])[N:11]=2)[CH2:6][CH2:5][S:4][CH2:3][CH2:2]1 |f:1.2.3.4.5.6|. The solvent is O1CCCC1 (tetrahydrofuran). Starting materials: N1(CCSCC1)C=1SC=C(N1)C(=O)OCC (ethyl 2-(thiomorpholin-4-yl)thiazole -4-carboxylate), [H-].[Al+3].[Li+].[H-].[H-].[H-] (lithium aluminum hydride). Starting materials: O=C1N(C(c2ccccc2)c2ccccc2)c2cccc(Cl)c2C1(O)c1cc2c(cc1O)OCC2, O=C1N(C(c2ccccc2)c2ccccc2)c2ccccc2C1(O)c1cc2c(cc1O)OCCC2. The product is O=C1C(c2cc3c(cc2O)OCCC3)c2ccccc2N1C(c1ccccc1)c1ccccc1. Reaction SMILES: [Cl:36][c:37]1[cH:38][cH:39][cH:40][c:41]2[c:42]1[C:43]([OH:44])([c:45]1[c:46]([OH:47])[cH:48][c:49]3[c:53]([cH:54]1)[CH2:52][CH2:51][O:50]3)[C:55](=[O:56])[N:57]2[CH:58]([c:59]1[cH:60][cH:61][cH:62][cH:63][cH:64]1)[c:65]1[cH:66][cH:67][cH:68][cH:69][cH:70]1.[c:1]1([CH:7]([N:8]2[C:9](=[O:29])[C:10]([c:17]3[cH:18][c:19]4[c:24]([cH:25][c:26]3[OH:27])[O:23][CH2:22][CH2:21][CH2:20]4)([OH:28])[c:11]3[cH:12][cH:13][cH:14][cH:15][c:16]32)[c:30]2[cH:31][cH:32][cH:33][cH:34][cH:35]2)[cH:2][cH:3][cH:4][cH:5][cH:6]1>>[c:1]1([CH:7]([N:8]2[C:9](=[O:29])[CH:10]([c:17]3[cH:18][c:19]4[c:24]([cH:25][c:26]3[OH:27])[O:23][CH2:22][CH2:21][CH2:20]4)[c:11]3[cH:12][cH:13][cH:14][cH:15][c:16]32)[c:30]2[cH:31][cH:32][cH:33][cH:34][cH:35]2)[cH:2][cH:3][cH:4][cH:5][cH:6]1. Starting materials: FCCBr, O=C([O-])[O-], COc1ccc(-c2ccc(=O)[nH]n2)cc1, CC#N, [Cs+], [Cs+], [I-], [Na+]. Product: COc1ccc(-c2ccc(=O)n(CCF)n2)cc1. Reaction SMILES: [Br:16][CH2:17][CH2:18][F:19].[C:22](=[O:23])([O-:24])[O-:25].[CH3:1][O:2][c:3]1[cH:4][cH:5][c:6](-[c:9]2[cH:10][cH:11][c:12](=[O:15])[nH:13][n:14]2)[cH:7][cH:8]1.[CH3:28][C:29]#[N:30].[Cs+:26].[Cs+:27].[I-:20].[Na+:21]>>[CH3:1][O:2][c:3]1[cH:4][cH:5][c:6](-[c:9]2[cH:10][cH:11][c:12](=[O:15])[n:13]([CH2:17][CH2:18][F:19])[n:14]2)[cH:7][cH:8]1. Reactants: FC1=CC=C(C=C1)CC1=CN=C2C(=C(C(NC2=C1)=O)C(=O)OCC)O (ethyl 7-[(4-fluorophenyl)methyl]-4-hydroxy-2-oxo-1,2-dihydro-1,5-naphthyridine-3-carboxylate), C(CC)OCCCN (3-propoxypropylamine). Product: FC1=CC=C(C=C1)CC1=CN=C2C(=C(C(NC2=C1)=O)C(=O)NCCCOCCC)O (7-[(4-Fluorophenyl)methyl]-4-hydroxy-2-oxo-N-[3-(propyloxy)propyl]-1,2-dihydro-1,5-naphthyridine-3-carboxamide). As a reaction SMILES: [F:1][C:2]1[CH:7]=[CH:6][C:5]([CH2:8][C:9]2[CH:18]=[C:17]3[C:12]([C:13]([OH:25])=[C:14]([C:20](OCC)=[O:21])[C:15](=[O:19])[NH:16]3)=[N:11][CH:10]=2)=[CH:4][CH:3]=1.[CH2:26]([O:29][CH2:30][CH2:31][CH2:32][NH2:33])[CH2:27][CH3:28]>>[F:1][C:2]1[CH:3]=[CH:4][C:5]([CH2:8][C:9]2[CH:18]=[C:17]3[C:12]([C:13]([OH:25])=[C:14]([C:20]([NH:33][CH2:32][CH2:31][CH2:30][O:29][CH2:26][CH2:27][CH3:28])=[O:21])[C:15](=[O:19])[NH:16]3)=[N:11][CH:10]=2)=[CH:6][CH:7]=1. Procedure: This compound was prepared from ethyl 7-[(4-fluorophenyl)methyl]-4-hydroxy-2-oxo-1,2-dihydro-1,5-naphthyridine-3-carboxylate and 3-propoxypropylamine employing methods similar to those described in Example 2 and was obtained a white solid: 1H NMR (d6-DMSO) δ 11.83 (1H, br s), 10.26 (1H, br s), 8.48 (1H, br s), 7.43 (1H, s), 7.30-7.26 (2H, m), 7.16-7.11 (2H, m), 4.09 (2H, s), 3.42-3.38 (4H, m), 3.30-3.28 (2H, m), 1.76-1.71 (2H, m), 1.49 (2H, q, J=7 Hz), 0.83 (3H, t, J=7.3 Hz); HRMS calcd for C22H... The reactants are CCOC(=O)Cl, N#CCN, [Na+], [OH-], O, O=S(=O)(O)O. Yields the product CCOC(=O)NCC#N. Reaction SMILES: [Cl:12][C:13](=[O:14])[O:15][CH2:16][CH3:17].[NH2:6][CH2:7][C:8]#[N:9].[Na+:11].[OH-:10].[OH2:18].[S:1]([OH:2])([OH:3])(=[O:4])=[O:5]>>[NH:6]([CH2:7][C:8]#[N:9])[C:13](=[O:14])[O:15][CH2:16][CH3:17].